Task: describe an organic reaction: reactants, conditions, products, and yield. Dataset: the Open Reaction Database (ORD), a public repository of structured organic reaction records Reported procedure: The title compound was prepared from N-[7-methyl-6-propionyl-8-(3-trifluoromethyl-phenyl)-[1,2,4]triazolo[1,5-a]pyridin-2-yl]-acetamide (Int. 26, 11 mg, 0.023 mmol) and 4-hydrazino-benzonitrile (7 μL, 0.051 mmol) using similar methods to those employed in Example 40, Steps 3 and 4. During step 4 the acetyl group was lost, which was re-introduced by reaction with acetyl chloride using a similar method to that used for Intermediate 18 to give the title compound as a cream solid (3 mg). Product: C(#N)C1=CC=C(C=C1)N1N=CC(=C1C=1C(=C(C=2N(C1)N=C(N2)NC(C)=O)C2=CC(=CC=C2)C(F)(F)F)C)C (N-[6-[2-(4-Cyano-phenyl)-4-methyl-2H-pyrazol-3-yl]-7-methyl-8-(3-trifluoromethyl-phenyl)-[1,2,4]triazolo[1,5-a]pyridin-2-yl]-acetamide). Reactants: BrC=1C(=C(C=2N(C1)N=C(N2)NC(C)=O)C2=CC(=CC=C2)C(F)(F)F)C (N-[6-Bromo-7-methyl-8-(3-trifluoromethyl-phenyl)-[1,2,4]triazolo[1,5-a]pyridin-2-yl]-acetamide), CC1=C(C=2N(C=C1C(CC)=O)N=C(N2)NC(C)=O)C2=CC(=CC=C2)C(F)(F)F (N-[7-methyl-6-propionyl-8-(3-trifluoromethyl-phenyl)-[1,2,4]triazolo[1,5-a]pyridin-2-yl]-acetamide), N(N)C1=CC=C(C#N)C=C1 (4-hydrazino-benzonitrile), C(C)(=O)Cl (acetyl chloride). Reaction SMILES: [CH3:1][C:2]1[C:7]([C:8](=O)[CH2:9][CH3:10])=[CH:6][N:5]2[N:12]=[C:13]([NH:15][C:16](=[O:18])[CH3:17])[N:14]=[C:4]2[C:3]=1[C:19]1[CH:24]=[CH:23][CH:22]=[C:21]([C:25]([F:28])([F:27])[F:26])[CH:20]=1.[NH:29]([C:31]1[CH:38]=[CH:37][C:34]([C:35]#[N:36])=[CH:33][CH:32]=1)[NH2:30].[C:39](Cl)(=O)C.BrC1C(C)=C(C2C=CC=C(C(F)(F)F)C=2)C2N(N=C(NC(=O)C)N=2)C=1>>[C:35]([C:34]1[CH:37]=[CH:38][C:31]([N:29]2[C:8]([C:7]3[C:2]([CH3:1])=[C:3]([C:19]4[CH:24]=[CH:23][CH:22]=[C:21]([C:25]([F:26])([F:27])[F:28])[CH:20]=4)[C:4]4[N:5]([N:12]=[C:13]([NH:15][C:16](=[O:18])[CH3:17])[N:14]=4)[CH:6]=3)=[C:9]([CH3:10])[CH:39]=[N:30]2)=[CH:32][CH:33]=1)#[N:36].